This data is from the Open Reaction Database (ORD), a public repository of structured organic reaction records. The task is: describe an organic reaction: reactants, conditions, products, and yield The reactants are C(CC1=CC=CC=C1)N1C[C@H](CCC1)CN(S(=O)(=O)C)C1=CC=CC=C1 ((S)-N-(1-phenethyl-pieridin-3-ylmethyl)-N-phenyl-methanesulfonamide), C(CC1=CC=CC=C1)N1C[C@@H](CCC1)CN(S(=O)(=O)C)C1=CC=CC=C1 ((R)-N-(1-phenethyl-pieridin-3-ylmethyl)-N-phenyl-methanesulfonamide). Product: C(CC1=CC=CC=C1)N1CC(CCC1)CN(S(=O)(=O)C)C1=CC=CC=C1 (N-(1-phenethyl-pieridin-3-ylmethyl)-N-phenyl-methanesulfonamide). Reaction SMILES: [CH2:1]([N:9]1[CH2:14][CH2:13][CH2:12][C@H:11]([CH2:15][N:16]([C:21]2[CH:26]=[CH:25][CH:24]=[CH:23][CH:22]=2)[S:17]([CH3:20])(=[O:19])=[O:18])[CH2:10]1)[CH2:2][C:3]1[CH:8]=[CH:7][CH:6]=[CH:5][CH:4]=1.C(N1CCC[C@@H](CN(C2C=CC=CC=2)S(C)(=O)=O)C1)CC1C=CC=CC=1>>[CH2:1]([N:9]1[CH2:14][CH2:13][CH2:12][CH:11]([CH2:15][N:16]([C:21]2[CH:26]=[CH:25][CH:24]=[CH:23][CH:22]=2)[S:17]([CH3:20])(=[O:19])=[O:18])[CH2:10]1)[CH2:2][C:3]1[CH:4]=[CH:5][CH:6]=[CH:7][CH:8]=1. Procedure details: The two homogeneous enantiomers (12 and 16) were also obtained by chiral HPLC separation of the racemate 6 (ChiralPak AD column, 10% i-PrOH, 0.1% Et2NH in hexane, 4.7 mL/min, 254 nm): Rt1=13.92 min (16), Rt2=17.02 min (12). The reactants are C(C)(C)(C)C1=NN(C(=C1)NC(OC1=CC=CC=C1)=O)C1=CC=CC=C1.C(N)(O)=O (carbamate phenyl 3-tert-butyl-1-phenyl-1H-pyrazol-5-ylcarbamate), Example 231A, C(C)(C)N(CC)C(C)C (diisopropylethyl amine), Example 154A, COC=1C=C2C(=NC=NC2=CC1OCCOC)SC=1C=C(N)C=CC1 (3-(6-methoxy-7-(2-methoxyethoxy)quinazolin-4-ylthio)aniline). Reagents/catalysts: CN(C)C=1C=CN=CC1 (DMAP). Product: C(C)(C)(C)C1=NN(C(=C1)NC(=O)NC1=CC(=CC=C1)SC1=NC=NC2=CC(=C(C=C12)OC)OCCOC)C1=CC=CC=C1 (1-(3-tert-butyl-1-phenyl-1H-pyrazol-5-yl)-3-(3-(6-methoxy-7-(2-methoxyethoxy)quinazolin-4-ylthio)phenyl)urea). As a reaction SMILES: [C:1]([C:5]1[CH:9]=[C:8]([NH:10][C:11](=[O:19])OC2C=CC=CC=2)[N:7]([C:20]2[CH:25]=[CH:24][CH:23]=[CH:22][CH:21]=2)[N:6]=1)([CH3:4])([CH3:3])[CH3:2].C(=O)(O)N.[CH3:30][O:31][C:32]1[CH:33]=[C:34]2[C:39](=[CH:40][C:41]=1[O:42][CH2:43][CH2:44][O:45][CH3:46])[N:38]=[CH:37][N:36]=[C:35]2[S:47][C:48]1[CH:49]=[C:50]([CH:52]=[CH:53][CH:54]=1)[NH2:51].C(N(C(C)C)CC)(C)C>CN(C1C=CN=CC=1)C>[C:1]([C:5]1[CH:9]=[C:8]([NH:10][C:11]([NH:51][C:50]2[CH:52]=[CH:53][CH:54]=[C:48]([S:47][C:35]3[C:34]4[C:39](=[CH:40][C:41]([O:42][CH2:43][CH2:44][O:45][CH3:46])=[C:32]([O:31][CH3:30])[CH:33]=4)[N:38]=[CH:37][N:36]=3)[CH:49]=2)=[O:19])[N:7]([C:20]2[CH:25]=[CH:24][CH:23]=[CH:22][CH:21]=2)[N:6]=1)([CH3:2])([CH3:4])[CH3:3] |f:0.1|. Procedure details: The procedure for Example 138B was used to react carbamate phenyl 3-tert-butyl-1-phenyl-1H-pyrazol-5-ylcarbamate described in Example 154A (151 mg, 0.45 mmol) with 3-(6-methoxy-7-(2-methoxyethoxy)quinazolin-4-ylthio)aniline described in Example 231A (107 mg, 0.30 mmol). To this solution was added diisopropylethyl amine (80 μL, 0.45 mmol) and DMAP (4 mg, 0.03 mmol). After heating for 2 hours the reaction was concentrated to dryness. The resulting solid was triturated with 1:1 dichloromethane/hexa...